From a dataset of the Open Reaction Database (ORD), a public repository of structured organic reaction records. describe an organic reaction: reactants, conditions, products, and yield Starting materials: C1(=CC=CC=C1)OC(C(C)C1(CCN(CC1)CCC1=C(C=CC=C1)Cl)O)=O (2-(1-o-chlorophenethyl-4-hydroxy-4-piperidyl)propionic acid phenyl ester). The solvent is C(CCC)N (n-butylamine). The product is ClC1=C(CCN2CCC(CC2)(O)C(C(=O)NCCCC)C)C=CC=C1 (2-(1-o-chlorophenethyl-4-hydroxy-4-piperidyl)-N-butylpropionamide). Reaction SMILES: C1(O[C:8](=[O:27])[CH:9]([C:11]2([OH:26])[CH2:16][CH2:15][N:14]([CH2:17][CH2:18][C:19]3[CH:24]=[CH:23][CH:22]=[CH:21][C:20]=3[Cl:25])[CH2:13][CH2:12]2)[CH3:10])C=CC=CC=1>C(N)CCC>[Cl:25][C:20]1[CH:21]=[CH:22][CH:23]=[CH:24][C:19]=1[CH2:18][CH2:17][N:14]1[CH2:13][CH2:12][C:11]([CH:9]([CH3:10])[C:8]([NH:14][CH2:13][CH2:12][CH2:11][CH3:9])=[O:27])([OH:26])[CH2:16][CH2:15]1. Reported procedure: A solution of 5 g of 2-(1-o-chlorophenethyl-4-hydroxy-4-piperidyl)propionic acid phenyl ester and 50 cc of n-butylamine is boiled at reflux for 18 hours in an atmosphere of nitrogen. The excess n-butylamine is then removed by evaporation at reduced pressure, the residue is taken up in chloroform and the organic phase is washed twice with water and dried over magnesium sulphate. The chloroform is evaporated at reduced pressure. The residue is treated with maleic acid in acetone and the title comp... The reactants are CCO, [OH-], [OH-], CC(CCCc1ccc(CCCCNC(=O)OCc2ccccc2)cc1)NCC(O)c1cccc(O)c1, [Pd+2]. The product is CC(CCCc1ccc(CCCCN)cc1)NCC(O)c1cccc(O)c1. RXN SMILES: [CH3:41][CH2:42][OH:43].[OH-:38].[OH-:39].[OH:1][CH:2]([CH2:3][NH:4][CH:5]([CH2:6][CH2:7][CH2:8][c:9]1[cH:10][cH:11][c:12]([CH2:15][CH2:16][CH2:17][CH2:18][NH:19][C:20](=[O:21])[O:22][CH2:23][c:24]2[cH:25][cH:26][cH:27][cH:28][cH:29]2)[cH:13][cH:14]1)[CH3:30])[c:31]1[cH:32][c:33]([OH:37])[cH:34][cH:35][cH:36]1.[Pd+2:40]>>[OH:1][CH:2]([CH2:3][NH:4][CH:5]([CH2:6][CH2:7][CH2:8][c:9]1[cH:10][cH:11][c:12]([CH2:15][CH2:16][CH2:17][CH2:18][NH2:19])[cH:13][cH:14]1)[CH3:30])[c:31]1[cH:32][c:33]([OH:37])[cH:34][cH:35][cH:36]1.